Dataset: the Open Reaction Database (ORD), a public repository of structured organic reaction records. Task: describe an organic reaction: reactants, conditions, products, and yield Reactants: C1=C(c2cnc3[nH]ccc3c2)CCCC1, CO, ClCCl. Product: c1cc2cc(C3CCCCC3)cnc2[nH]1. Reaction SMILES: [C:1]1([c:7]2[cH:8][c:9]3[c:10]([n:11][cH:12]2)[nH:13][cH:14][cH:15]3)=[CH:2][CH2:3][CH2:4][CH2:5][CH2:6]1.[CH3:16][OH:17].[Cl:18][CH2:19][Cl:20]>>[CH:1]1([c:7]2[cH:8][c:9]3[c:10]([n:11][cH:12]2)[nH:13][cH:14][cH:15]3)[CH2:2][CH2:3][CH2:4][CH2:5][CH2:6]1. The reactants are NC1=C(C(C2=C(C=CC=C2)F)O)C=C(C=C1)Cl (2-amino-5-chloro-2'-fluorobenzhydrol), SCCC(=O)O (3-mercaptopropionic acid). Solvent: Cl (hydrochloric acid). Yields the product Cl.NC1=C(C=C(C=C1)Cl)C(SCCC(=O)O)C1=C(C=CC=C1)F (3-[(2-amino-5-chlorophenyl)(2-fluorophenyl)methylthio]propionic acid hydrochloride). RXN SMILES: [NH2:1][C:2]1[CH:16]=[CH:15][C:14]([Cl:17])=[CH:13][C:3]=1[CH:4](O)[C:5]1[CH:10]=[CH:9][CH:8]=[CH:7][C:6]=1[F:11].[SH:18][CH2:19][CH2:20][C:21]([OH:23])=[O:22]>Cl>[ClH:17].[NH2:1][C:2]1[CH:16]=[CH:15][C:14]([Cl:17])=[CH:13][C:3]=1[CH:4]([C:5]1[CH:10]=[CH:9][CH:8]=[CH:7][C:6]=1[F:11])[S:18][CH2:19][CH2:20][C:21]([OH:23])=[O:22] |f:3.4|. Reported procedure: 100 g of 2-amino-5-chloro-2'-fluorobenzhydrol, 45.6 g of 3-mercaptopropionic acid and 200 ml of 6N hydrochloric acid are stirred together at 100° for 1.5 hours. After cooling the mixture, the precipitated crystals are filtered off and washed with 6N hydrochloric acid. There is obtained 3-[(2-amino-5-chlorophenyl)(2-fluorophenyl)methylthio]propionic acid hydrochloride of melting point 139°-141°.